Dataset: the Open Reaction Database (ORD), a public repository of structured organic reaction records. Task: describe an organic reaction: reactants, conditions, products, and yield Starting materials: [Br-], CC(C)(C)OC(=O)CN=C(c1ccccc1)c1ccccc1, N=C(c1ccccc1)c1ccccc1, CCCC[N+](CCCC)(CCCC)CCCC, Clc1ccc(CBr)cc1, ClCCl, [Na+], [OH-], O. The product is CC(C)(C)OC(=O)C(Cc1ccc(Cl)cc1)N=C(c1ccccc1)c1ccccc1. Reaction SMILES: [Br-:48].[C:15]([CH3:16])([CH3:17])([CH3:18])[O:19][C:20]([CH2:21][N:22]=[C:23]([c:24]1[cH:25][cH:26][cH:27][cH:28][cH:29]1)[c:30]1[cH:31][cH:32][cH:33][cH:34][cH:35]1)=[O:36].[C:1](=[NH:2])([c:3]1[cH:4][cH:5][cH:6][cH:7][cH:8]1)[c:9]1[cH:10][cH:11][cH:12][cH:13][cH:14]1.[CH2:49]([N+:50]([CH2:51][CH2:52][CH2:53][CH3:54])([CH2:55][CH2:56][CH2:57][CH3:58])[CH2:59][CH2:60][CH2:61][CH3:62])[CH2:63][CH2:64][CH3:65].[Cl:37][c:38]1[cH:39][cH:40][c:41]([CH2:42][Br:43])[cH:44][cH:45]1.[Cl:66][CH2:67][Cl:68].[Na+:47].[OH-:46].[OH2:69]>>[C:15]([CH3:16])([CH3:17])([CH3:18])[O:19][C:20]([CH:21]([N:22]=[C:23]([c:24]1[cH:25][cH:26][cH:27][cH:28][cH:29]1)[c:30]1[cH:31][cH:32][cH:33][cH:34][cH:35]1)[CH2:42][c:41]1[cH:40][cH:39][c:38]([Cl:37])[cH:45][cH:44]1)=[O:36]. Starting materials: CC(=O)OC(C)=O, Cn1c(C(F)(F)F)cc(=O)n(-c2cc(N)c(Cl)cc2F)c1=O, c1ccccc1. The product is CC(=O)Nc1cc(-n2c(=O)cc(C(F)(F)F)n(C)c2=O)c(F)cc1Cl. RXN SMILES: [CH3:23][C:24](=[O:25])[O:26][C:27](=[O:28])[CH3:29].[NH2:1][c:2]1[c:3]([Cl:22])[cH:4][c:5]([F:21])[c:6](-[n:8]2[c:9](=[O:20])[n:10]([CH3:19])[c:11]([C:15]([F:16])([F:17])[F:18])[cH:12][c:13]2=[O:14])[cH:7]1.[cH:30]1[cH:31][cH:32][cH:33][cH:34][cH:35]1>>[NH:1]([c:2]1[c:3]([Cl:22])[cH:4][c:5]([F:21])[c:6](-[n:8]2[c:9](=[O:20])[n:10]([CH3:19])[c:11]([C:15]([F:16])([F:17])[F:18])[cH:12][c:13]2=[O:14])[cH:7]1)[C:24]([CH3:23])=[O:25]. Reactants: CCO, C=C(c1nc[nH]c1C)c1cccc2ccccc12. Yields the product Cc1[nH]cnc1C(C)c1cccc2ccccc12. RXN SMILES: [CH3:19][CH2:20][OH:21].[CH3:1][c:2]1[c:3]([C:7](=[CH2:8])[c:9]2[cH:10][cH:11][cH:12][c:13]3[cH:14][cH:15][cH:16][cH:17][c:18]23)[n:4][cH:5][nH:6]1>>[CH3:1][c:2]1[c:3]([CH:7]([CH3:8])[c:9]2[cH:10][cH:11][cH:12][c:13]3[cH:14][cH:15][cH:16][cH:17][c:18]23)[n:4][cH:5][nH:6]1. Starting materials: ClC1=CC=C(C=C1)C1=NC=2N(C(=C1)C(C)(C)O)N=CC2C#C (2-[5-(4-chloro-phenyl)-3-ethynyl-pyrazolo[1,5-a]pyrimidin-7-yl]-propan-2-ol), BrC1=CC=C(CO)C=C1 (4-bromobenzyl alcohol). Yields the product ClC1=CC=C(C=C1)C1=NC=2N(C(=C1)C(C)(C)O)N=CC2C#CC2=CC=C(C=C2)CO (2-[5-(4-Chloro-phenyl)-3-(4-hydroxymethyl-phenylethynyl)-pyrazolo[1,5-a]pyrimidin-7-yl]-propan-2-ol), solid. Reaction SMILES: [Cl:1][C:2]1[CH:7]=[CH:6][C:5]([C:8]2[CH:13]=[C:12]([C:14]([OH:17])([CH3:16])[CH3:15])[N:11]3[N:18]=[CH:19][C:20]([C:21]#[CH:22])=[C:10]3[N:9]=2)=[CH:4][CH:3]=1.Br[C:24]1[CH:31]=[CH:30][C:27]([CH2:28][OH:29])=[CH:26][CH:25]=1>>[Cl:1][C:2]1[CH:7]=[CH:6][C:5]([C:8]2[CH:13]=[C:12]([C:14]([OH:17])([CH3:16])[CH3:15])[N:11]3[N:18]=[CH:19][C:20]([C:21]#[C:22][C:24]4[CH:31]=[CH:30][C:27]([CH2:28][OH:29])=[CH:26][CH:25]=4)=[C:10]3[N:9]=2)=[CH:4][CH:3]=1. Reported procedure: The title compound was prepared from 2-[5-(4-chloro-phenyl)-3-ethynyl-pyrazolo[1,5-a]pyrimidin-7-yl]-propan-2-ol (example C.13) (78 mg, 0.25 mmol) and 4-bromobenzyl alcohol (47 mg, 0.25 mmol) according to general procedure II. Obtained as a yellow solid (16 mg, 15%). MS (ISP) 418.1 [(M+H)+]. The yield is 15.0%. Starting materials: CO, CN(C)c1ccncc1, COC(=O)C1CN(Cc2ccccc2)CC1c1ccc(OC)c(OC2CCCC2)c1, O=C(Cl)OCc1ccccc1, ClCCl. Yields the product COC(=O)C1CN(C(=O)OCc2ccccc2)CC1c1ccc(OC)c(OC2CCCC2)c1. Reaction SMILES: [CH3:42][OH:43].[CH3:47][N:48]([c:49]1[cH:50][cH:51][n:52][cH:53][cH:54]1)[CH3:55].[CH:1]1([O:6][c:7]2[cH:8][c:9]([CH:15]3[CH2:16][N:17]([CH2:24][c:25]4[cH:26][cH:27][cH:28][cH:29][cH:30]4)[CH2:18][CH:19]3[C:20](=[O:21])[O:22][CH3:23])[cH:10][cH:11][c:12]2[O:13][CH3:14])[CH2:2][CH2:3][CH2:4][CH2:5]1.[Cl:31][C:32](=[O:33])[O:34][CH2:35][c:36]1[cH:37][cH:38][cH:39][cH:40][cH:41]1.[Cl:44][CH2:45][Cl:46]>>[CH:1]1([O:6][c:7]2[cH:8][c:9]([CH:15]3[CH2:16][N:17]([C:32](=[O:33])[O:34][CH2:35][c:36]4[cH:37][cH:38][cH:39][cH:40][cH:41]4)[CH2:18][CH:19]3[C:20](=[O:21])[O:22][CH3:23])[cH:10][cH:11][c:12]2[O:13][CH3:14])[CH2:2][CH2:3][CH2:4][CH2:5]1. Starting materials: NC1=C(N(S(=O)(=O)C2=CC=C(C=C2)C)C)C=CC(=C1)Cl (2′-amino-4′-chloro-N-methyl-p-toluenesulfonanilide), ClC1=CC(=CC=C1)C(=O)OO (mCPBA), C([O-])(O)=O.[Na+] (sodium bicarbonate). The solvent is C(Cl)(Cl)Cl (chloroform). Yields the product ClC1=CC(=C(N(S(=O)(=O)C2=CC=C(C=C2)C)C)C=C1)N=O (4′-Chloro-N-methyl-2′-nitroso-p-toluenesulfonanilide). The yield is 73.3%. RXN SMILES: [NH2:1][C:2]1[CH:19]=[C:18]([Cl:20])[CH:17]=[CH:16][C:3]=1[N:4]([CH3:15])[S:5]([C:8]1[CH:13]=[CH:12][C:11]([CH3:14])=[CH:10][CH:9]=1)(=[O:7])=[O:6].ClC1C=CC=C(C(OO)=[O:29])C=1.C(=O)(O)[O-].[Na+]>C(Cl)(Cl)Cl>[Cl:20][C:18]1[CH:17]=[CH:16][C:3]([N:4]([CH3:15])[S:5]([C:8]2[CH:9]=[CH:10][C:11]([CH3:14])=[CH:12][CH:13]=2)(=[O:7])=[O:6])=[C:2]([N:1]=[O:29])[CH:19]=1 |f:2.3|. Reported procedure: To a solution of 2′-amino-4′-chloro-N-methyl-p-toluenesulfonanilide (1.50 g (4.83 mmol)) in chloroform (20.0 ml), 70% mCPBA (m-chloro-perbenzoic acid) (2.38 g) was added with stirring at room temperature. After being stirred for 3 days at room temperature, saturated aqueous solution of sodium bicarbonate was added to the reaction mixture and the resulting mixture was extracted with chloroform. The extract was dried over anhydrous magnesium sulfate and concentrated under reduced pressure. The res... The reactants are C(C)(C)(C)OC(N[C@@H]1CC[C@@H](CC1)N=[N+]=[N-])=O ((cis-4-azido-cyclohexyl)carbamic acid tert-butyl ester), COC(C#C)=O (propiolic acid methyl ester), CCN(C(C)C)C(C)C (DIPEA). The reagents and catalysts are [Cu]I (CuI). Run in C1CCOC1 (THF). The product is COC(=O)C=1N=NN(C1)[C@@H]1CC[C@@H](CC1)NC(=O)OC(C)(C)C (1-(cis-4-tert-Butoxycarbonylamino-cyclohexyl)-1H-[1,2,3]triazole-4-carboxylic acid methyl ester). Yield: 64.9%. As a reaction SMILES: [C:1]([O:5][C:6](=[O:17])[NH:7][C@H:8]1[CH2:13][CH2:12][C@@H:11]([N:14]=[N+:15]=[N-:16])[CH2:10][CH2:9]1)([CH3:4])([CH3:3])[CH3:2].[CH3:18][O:19][C:20](=[O:23])[C:21]#[CH:22].CCN(C(C)C)C(C)C>[Cu]I.C1COCC1>[CH3:18][O:19][C:20]([C:21]1[N:16]=[N:15][N:14]([C@H:11]2[CH2:12][CH2:13][C@@H:8]([NH:7][C:6]([O:5][C:1]([CH3:4])([CH3:2])[CH3:3])=[O:17])[CH2:9][CH2:10]2)[CH:22]=1)=[O:23]. Procedure details: To a THF (30 ml) solution under Ar of (cis-4-azido-cyclohexyl)carbamic acid tert-butyl ester (3.00 g) and propiolic acid methyl ester (1.05 g) were added CuI (2.38 g) and DIPEA (3.18 ml). The resulting slurry was stirred at RT over night. After dilution with EtOAc (200 ml) the mixture was washed with H2O (200 ml), dried over Na2SO4 and the solvent was evaporated. Chromatography (silica, CH2Cl2/MeOH 95:5) yielded 2.63 g (65%) of product. White crystals. MS 325.4 (95, [M+H]+), 269.4 (100, [M−tBu].... Starting materials: CC1(C(C(C=2C(=CC=3C(=NON3)C2)O1)N)O)C (7,8-dihydro-6,6-dimethyl-7-hydroxy-8-amino-6H-pyrano[2,3-f]benzo-2,1,3-oxadiazole), ClCCCN=C=O (3-chloropropyl isocyanate). Run in ClCCl (dichloromethane). Run at time 5 hour. Product: CC1(C(C(C=2C(=CC=3C(=NON3)C2)O1)NC(=O)NCCCCl)O)C (7,8-dihydro-6,6-dimethyl-7-hydroxy-8-(3-chloropropylureido)-6H-pyrano[2,3-f]benzo-2,1,3-oxadiazole). Isolated yield 41.4%. Reaction SMILES: [CH3:1][C:2]1([CH3:17])[O:14][C:6]2=[CH:7][C:8]3[C:9]([CH:13]=[C:5]2[CH:4]([NH2:15])[CH:3]1[OH:16])=[N:10][O:11][N:12]=3.[Cl:18][CH2:19][CH2:20][CH2:21][N:22]=[C:23]=[O:24]>ClCCl>[CH3:1][C:2]1([CH3:17])[O:14][C:6]2=[CH:7][C:8]3[C:9]([CH:13]=[C:5]2[CH:4]([NH:15][C:23]([NH:22][CH2:21][CH2:20][CH2:19][Cl:18])=[O:24])[CH:3]1[OH:16])=[N:10][O:11][N:12]=3. Reported procedure: 400 mg (1.70 mmol) of 7,8-dihydro-6,6-dimethyl-7-hydroxy-8-amino-6H-pyrano[2,3-f]benzo-2,1,3-oxadiazole and 40 ml of dichloromethane were stirred at room temperature, and 192 μl (1.87 mmol) of 3-chloropropyl isocyanate were added thereto and stirred for 5 hours. The crystals precipitated were taken out by filtration to obtain 250 mg of the intended compound as pale yellow crystals. (yield: 41%) Starting materials: CN(C)CCO, O=C(O)c1cccc(-c2nc(N3CCOCC3)nc3c2CCN3c2cccnc2)c1, On1nnc2ccccc21. The product is CN(C)CCOC(=O)c1cccc(-c2nc(N3CCOCC3)nc3c2CCN3c2cccnc2)c1. Reaction SMILES: [CH3:41][N:42]([CH3:43])[CH2:44][CH2:45][OH:46].[O:1]1[CH2:2][CH2:3][N:4]([c:7]2[n:8][c:9](-[c:22]3[cH:23][c:24]([C:25](=[O:26])[OH:27])[cH:28][cH:29][cH:30]3)[c:10]3[c:11]([n:12]2)[N:13]([c:16]2[cH:17][n:18][cH:19][cH:20][cH:21]2)[CH2:14][CH2:15]3)[CH2:5][CH2:6]1.[OH:31][n:32]1[c:33]2[c:34]([cH:35][cH:36][cH:37][cH:38]2)[n:39][n:40]1>>[O:1]1[CH2:2][CH2:3][N:4]([c:7]2[n:8][c:9](-[c:22]3[cH:23][c:24]([C:25]([O:26][CH2:45][CH2:44][N:42]([CH3:41])[CH3:43])=[O:27])[cH:28][cH:29][cH:30]3)[c:10]3[c:11]([n:12]2)[N:13]([c:16]2[cH:17][n:18][cH:19][cH:20][cH:21]2)[CH2:14][CH2:15]3)[CH2:5][CH2:6]1.